Dataset: the Open Reaction Database (ORD), a public repository of structured organic reaction records. Task: describe an organic reaction: reactants, conditions, products, and yield Reaction SMILES: [CH3:12][S:13]([CH3:14])=[O:15].[F:16][c:17]1[cH:18][cH:19][c:20]([C:21]#[N:22])[cH:23][cH:24]1.[K+:6].[K+:7].[O-:8][C:9]([O-:10])=[O:11].[OH2:25].[nH:1]1[cH:2][n:3][cH:4][cH:5]1>>[n:1]1(-[c:17]2[cH:18][cH:19][c:20]([C:21]#[N:22])[cH:23][cH:24]2)[cH:2][n:3][cH:4][cH:5]1. Reactants: CS(C)=O, N#Cc1ccc(F)cc1, [K+], [K+], O=C([O-])[O-], O, c1c[nH]cn1. Product: N#Cc1ccc(-n2ccnc2)cc1. The reactants are COC1=CC=C(CNC2=NC=CC(=C2)N2N=C(N=C2)NC2=CC=CC=C2)C=C1 ((4-Methoxy-benzyl)-[4-(3-phenylamino-[1,2,4]triazol-1-yl)-pyridin-2-yl]-amine), C(C)(=O)O (acetic acid). The solvent is C(=O)(C(F)(F)F)O (TFA). Conditions: time 16 hour. The product is C1(=CC=CC=C1)NC1=NN(C=N1)C1=CC(=NC=C1)N (4-(3-Phenylamino-[1,2,4]triazol-1-yl)-pyridin-2-ylamine). Reaction SMILES: COC1C=CC(C[NH:8][C:9]2[CH:14]=[C:13]([N:15]3[CH:19]=[N:18][C:17]([NH:20][C:21]4[CH:26]=[CH:25][CH:24]=[CH:23][CH:22]=4)=[N:16]3)[CH:12]=[CH:11][N:10]=2)=CC=1.C(O)(=O)C>C(O)(C(F)(F)F)=O>[C:21]1([NH:20][C:17]2[N:18]=[CH:19][N:15]([C:13]3[CH:12]=[CH:11][N:10]=[C:9]([NH2:8])[CH:14]=3)[N:16]=2)[CH:22]=[CH:23][CH:24]=[CH:25][CH:26]=1. Procedure details: [1.5 g, 4.03 mMol] of (4-Methoxy-benzyl)-[4-(3-phenylamino-[1,2,4]triazol-1-yl)-pyridin-2-yl]-amine was dissolved in 25 mL of TFA and stirred at 40 C. in a sealed tube for 16 hrs. Then, 10 mL of glacial acetic acid was added and the mixture was stirred at 40 C. for an additional 24 hr. The solvent was removed under reduced pressure and the residue triturated with MTBE, The crude material was treated with water and neutralized with 11.4N ammonium hydroxide to pH 9. The resulting solid was isolate... Reactants: [Si](C)(C)(C(C)(C)C)Cl (tert-butyldimethylsilylchloride), ClCCl (dichloromethane), C(CCCC#CC#CCCCCO)O (5,7-Dodecadiyn-1,12-diol), N1C=NC=C1 (imidazole). Solvent: CN(C=O)C (dimethylformamide). Conditions: time 20 hour. Product: pale yellow oil, [Si](C)(C)(C(C)(C)C)OCCCCC#CC#CCCCCO (12-(Tert-Butyldimethylsilyloxy)-5,7-dodecadiyn-1-ol). Yield: 55.0%. RXN SMILES: [CH2:1]([OH:14])[CH2:2][CH2:3][CH2:4][C:5]#[C:6][C:7]#[C:8][CH2:9][CH2:10][CH2:11][CH2:12][OH:13].N1C=CN=C1.[Si:20](Cl)([C:23]([CH3:26])([CH3:25])[CH3:24])([CH3:22])[CH3:21].ClCCl>CN(C)C=O>[Si:20]([O:14][CH2:1][CH2:2][CH2:3][CH2:4][C:5]#[C:6][C:7]#[C:8][CH2:9][CH2:10][CH2:11][CH2:12][OH:13])([C:23]([CH3:26])([CH3:25])[CH3:24])([CH3:22])[CH3:21]. Procedure: 5,7-Dodecadiyn-1,12-diol (1) (4 g, 20.6 mmol) and imidazole (2.8 g, 41 mmol) were dissolved in dimethylformamide (15 ml). To the solution, tert-butyldimethylsilylchloride (2.38 g, 18.8 mmol) was added at once. The solution was stirred for 20 hours at room temperature under a nitrogen atmosphere. At this point, the reaction mixture was transferred into a separatory funnel along with dichloromethane (100 ml) and washed with saturated sodium bicarbonate solution and water successively. The organic ... Reactants: CCO, CC[O-], O=[N+]([O-])c1ccc(Cl)cc1F, [Na+]. The product is CCOc1cc(Cl)ccc1[N+](=O)[O-]. Reaction SMILES: [CH3:16][CH2:17][OH:18].[CH3:2][CH2:3][O-:4].[Cl:5][c:6]1[cH:7][c:8]([F:15])[c:9]([N+:12](=[O:13])[O-:14])[cH:10][cH:11]1.[Na+:1]>>[CH3:2][CH2:3][O:4][c:8]1[cH:7][c:6]([Cl:5])[cH:11][cH:10][c:9]1[N+:12](=[O:13])[O-:14]. The reactants are CCNS(=O)(=O)c1csc2ccccc12, CS(=O)(=O)O, C1COOOC1, O, O=C(O)C(F)(F)F. Product: CCN1Cc2cccc3scc(c23)S1(=O)=O. RXN SMILES: [CH2:1]([CH3:2])[NH:3][S:4](=[O:5])(=[O:6])[c:7]1[c:8]2[c:9]([s:10][cH:11]1)[cH:12][cH:13][cH:14][cH:15]2.[CH3:23][S:24](=[O:25])(=[O:26])[OH:27].[O:16]1[CH2:17][CH2:18][CH2:19][O:20][O:21]1.[OH2:22].[OH:28][C:29]([C:30]([F:31])([F:32])[F:33])=[O:34]>>[CH2:1]([CH3:2])[N:3]1[S:4](=[O:5])(=[O:6])[c:7]2[c:8]3[c:9]([s:10][cH:11]2)[cH:12][cH:13][cH:14][c:15]3[CH2:19]1. The reactants are Cc1ccc(CC(=O)O)cc1, C1COCCN1. The reagents and catalysts are CN(C)C(=[N+](C)C)F.F[P-](F)(F)(F)(F)F (TFFH), CCN(C(C)C)C(C)C (DIPEA), CN(C)C1=CC=NC=C1 (DMAP). Solvent: CN(C)C=O (DMF), CN(C)C=O (DMF), CN(C)C=O (DMF), CN(C)C=O (DMF), CN(C)C=O (DMF), CN(C)C=O (DMF). Conditions: temperature 25 celsius, time 2 hour. The product is Cc1ccc(CC(=O)N2CCOCC2)cc1. Yield: 6.1%. As a reaction SMILES: C1COCCN1.Cc1ccc(CC(=O)O)cc1.CN(C)C(=[N+](C)C)F.F[P-](F)(F)(F)(F)F.CN(C)C1=CC=NC=C1.CCN(C(C)C)C(C)C.CN(C)C=O>>Cc1ccc(CC(=O)N2CCOCC2)cc1. Starting materials: C(C)(C)(C)OC(CC[C@@H](C(=O)O)NC(=O)C1=NN(C(=C1)OCC(C(C)(C)C)=O)C1=CC=CC=C1)=O ((S)-2-{[5-(3,3-dimethyl-2-oxo-butoxy)-1-phenyl-1H-pyrazole-3-carbonyl]-amino}-pentanedioic acid 5-tert-butyl ester), N1(CCNCC1)C(=O)OCC1=CC=CC=C1 (benzyl 1-piperazinecarboxylate), C(C)N1CCOCC1 (N-ethylmorpholine), [B-](F)(F)(F)F.CCOC(=O)C(=NOC(=[N+](C)C)N(C)C)C#N (TOTU). Solvent: C(C)(=O)OCC (ethyl acetate), CN(C)C=O (DMF). The product is C(C1=CC=CC=C1)OC(=O)N1CCN(CC1)C([C@H](CCC(=O)OC(C)(C)C)NC(=O)C1=NN(C(=C1)OCC(C(C)(C)C)=O)C1=CC=CC=C1)=O (4-((S)-4-tert-Butoxycarbonyl-2-{[5-(3,3-dimethyl-2-oxo-butoxy)-1-phenyl-1H-pyrazole-3-carbonyl]-amino}-butyryl)-piperazine-1-carboxylic acid benzyl ester). As a reaction SMILES: [C:1]([O:5][C:6](=[O:35])[CH2:7][CH2:8][C@H:9]([NH:13][C:14]([C:16]1[CH:20]=[C:19]([O:21][CH2:22][C:23](=[O:28])[C:24]([CH3:27])([CH3:26])[CH3:25])[N:18]([C:29]2[CH:34]=[CH:33][CH:32]=[CH:31][CH:30]=2)[N:17]=1)=[O:15])[C:10]([OH:12])=O)([CH3:4])([CH3:3])[CH3:2].[N:36]1([C:42]([O:44][CH2:45][C:46]2[CH:51]=[CH:50][CH:49]=[CH:48][CH:47]=2)=[O:43])[CH2:41][CH2:40][NH:39][CH2:38][CH2:37]1.C(N1CCOCC1)C.[B-](F)(F)(F)F.CCOC(C(C#N)=NOC(N(C)C)=[N+](C)C)=O>CN(C=O)C.C(OCC)(=O)C>[CH2:45]([O:44][C:42]([N:36]1[CH2:41][CH2:40][N:39]([C:10](=[O:12])[C@@H:9]([NH:13][C:14]([C:16]2[CH:20]=[C:19]([O:21][CH2:22][C:23](=[O:28])[C:24]([CH3:27])([CH3:26])[CH3:25])[N:18]([C:29]3[CH:34]=[CH:33][CH:32]=[CH:31][CH:30]=3)[N:17]=2)=[O:15])[CH2:8][CH2:7][C:6]([O:5][C:1]([CH3:2])([CH3:4])[CH3:3])=[O:35])[CH2:38][CH2:37]1)=[O:43])[C:46]1[CH:51]=[CH:50][CH:49]=[CH:48][CH:47]=1 |f:3.4|. Procedure details: To a solution of 3.5 g (S)-2-{[5-(3,3-dimethyl-2-oxo-butoxy)-1-phenyl-1H-pyrazole-3-carbonyl]-amino}-pentanedioic acid 5-tert-butyl ester in 11 ml DMF were added 1.36 ml benzyl 1-piperazinecarboxylate, 3.61 ml N-ethylmorpholine and 2.3 g TOTU. After 2 h the reaction mixture was diluted with ethyl acetate and extracted with aqueous NaHCO3 and aqueous LiCl (4% w/w). The crude product product obtained after evaporation of the solvent (4.4 g) was used in the subsequent reaction.